From a dataset of the Open Reaction Database (ORD), a public repository of structured organic reaction records. describe an organic reaction: reactants, conditions, products, and yield The reactants are ClC(=O)OCC (ethyl chloroformate), BrC1=C(C=C(O[Si](C(C)C)(C(C)C)C(C)C)C=C1)C(C)(C)C ((4-bromo-3-tert-butyl-phenoxy)-triisopropyl-silane), BrC1=C(C=C(O[Si](C(C)C)(C(C)C)C(C)C)C=C1)C(C)(C)C ((4-bromo-3-tert-butyl-phenoxy)-triisopropyl-silane), CCCCC (pentane). Run in CCOCC (Et2O). Product: C(C)OC(C1=C(C=C(C=C1)O[Si](C(C)C)(C(C)C)C(C)C)C(C)(C)C)=O (Ethyl2-tert-butyl-4-triisopropylsilanyloxy-benzoate). The yield is 124.9%. Reaction SMILES: Br[C:2]1[CH:18]=[CH:17][C:5]([O:6][Si:7]([CH:14]([CH3:16])[CH3:15])([CH:11]([CH3:13])[CH3:12])[CH:8]([CH3:10])[CH3:9])=[CH:4][C:3]=1[C:19]([CH3:22])([CH3:21])[CH3:20].CCCCC.Cl[C:29]([O:31][CH2:32][CH3:33])=[O:30]>CCOCC>[CH2:32]([O:31][C:29](=[O:30])[C:2]1[CH:18]=[CH:17][C:5]([O:6][Si:7]([CH:14]([CH3:16])[CH3:15])([CH:11]([CH3:13])[CH3:12])[CH:8]([CH3:10])[CH3:9])=[CH:4][C:3]=1[C:19]([CH3:22])([CH3:21])[CH3:20])[CH3:33]. Procedure details: To a solution of (4-bromo-3-tert-butyl-phenoxy)-triisopropyl-silane (Intermediate 105, 1.00 g, 2.60 mmols) in 15 mL Et2O cooled to −78° C. was added 3.6 mL of tert-butyl]ithium, 1.7 M in pentane (395.0 mg, 6.2 mmols). After stirring for 30 minutes ethyl chloroformate (607.6 mg, 5.6 mmols) was added. The resulting solution was warmed to room temperature and quenched by the addition of saturated aqueous NH4Cl. The mixture was extracted with EtOAc and the combined organic layers dried (MgSO4) conce... The reactants are BrCC=C(CCC=C(CC)C)C (1-bromo-3,7-dimethyl-2,6-nonadiene), OC1=CC2=C(CCO2)C=C1 (6-hydroxy-2,3-dihydrobenzofuran). The product is CC(=CCOC1=CC2=C(CCO2)C=C1)CCC=C(CC)C (6-[(3,7-dimethyl-2,6-nonadienyl)-oxy]-2,3-dihydrobenzofuran). Reaction SMILES: Br[CH2:2][CH:3]=[C:4]([CH3:12])[CH2:5][CH2:6][CH:7]=[C:8]([CH3:11])[CH2:9][CH3:10].[OH:13][C:14]1[CH:22]=[CH:21][C:17]2[CH2:18][CH2:19][O:20][C:16]=2[CH:15]=1>>[CH3:12][C:4]([CH2:5][CH2:6][CH:7]=[C:8]([CH3:11])[CH2:9][CH3:10])=[CH:3][CH2:2][O:13][C:14]1[CH:22]=[CH:21][C:17]2[CH2:18][CH2:19][O:20][C:16]=2[CH:15]=1. Procedure: 1-bromo-3,7-dimethyl-2,6-nonadiene and 6-hydroxy-2,3-dihydrobenzofuran are reacted to form 6-[(3,7-dimethyl-2,6-nonadienyl)-oxy]-2,3-dihydrobenzofuran of boiling point 138° C./0.002 mmHg; nD20 = 1.5382; The reactants are BrC=1C(C2=CC(=CC=C2C1C1=CC(=CC(=C1)F)F)O)=O (2-Bromo-3-(3,5-difluorophenyl)-6-hydroxy-1H-inden-1-one), BrC=1C(C2=CC(=CC=C2C1C1=CC=CC=C1)O)=O (2-bromo-6-hydroxy-3-phenyl-1H-inden-1-one), OCCC1CCN(CC1)C(=O)OC(C)(C)C (t-butyl 4-(2-hydroxyethyl)piperidine-1-carboxylate). Conditions: time 2 hour. Yields the product BrC=1C(C2=CC(=CC=C2C1C1=CC(=CC(=C1)F)F)OCCC1CCN(CC1)C(=O)OC(C)(C)C)=O (t-Butyl 4-(2-(2-bromo-3-(3,5-difluorophenyl)-1-oxo-1H-inden-6-yloxy)ethyl)piperidine-1-carboxylate). RXN SMILES: [Br:1][C:2]1[C:3](=[O:20])[C:4]2[C:9]([C:10]=1[C:11]1[CH:16]=[C:15]([F:17])[CH:14]=[C:13]([F:18])[CH:12]=1)=[CH:8][CH:7]=[C:6]([OH:19])[CH:5]=2.BrC1C(=O)C2C(C=1C1C=CC=CC=1)=CC=C(O)C=2.O[CH2:40][CH2:41][CH:42]1[CH2:47][CH2:46][N:45]([C:48]([O:50][C:51]([CH3:54])([CH3:53])[CH3:52])=[O:49])[CH2:44][CH2:43]1>>[Br:1][C:2]1[C:3](=[O:20])[C:4]2[C:9]([C:10]=1[C:11]1[CH:12]=[C:13]([F:18])[CH:14]=[C:15]([F:17])[CH:16]=1)=[CH:8][CH:7]=[C:6]([O:19][CH2:40][CH2:41][CH:42]1[CH2:43][CH2:44][N:45]([C:48]([O:50][C:51]([CH3:52])([CH3:54])[CH3:53])=[O:49])[CH2:46][CH2:47]1)[CH:5]=2. Procedure: The procedure of Step 6 of Example 1 was repeated except for using 2-bromo-3-(3,5-difluorophenyl)-6-hydroxy-1H-inden-1-one obtained in Step 5 of Example 36 as a starting material instead of 2-bromo-6-hydroxy-3-phenyl-1H-inden-1-one, t-butyl 4-(2-hydroxyethyl)piperidine-1-carboxylate instead of 4-(2-hydroxyethyl)morpholine, being stirred for 2 h, and being purified by silica gel column chromatography (EtOAc/hexanes=1:3) to obtain the title compound.